This data is from the Open Reaction Database (ORD), a public repository of structured organic reaction records. The task is: describe an organic reaction: reactants, conditions, products, and yield The reactants are N(=NC(=O)OCC)C(=O)OCC (Diethyl azodicarboxylate), C1(=CC=CC=C1)C (toluene), OCCC=1N=C2N(N=CC=C2N2CCOCC2)C1C=1C=CC(=NC1)N1CCN(CC1)C(=O)OC(C)(C)C (tert-Butyl 4-(5-(2-(2-hydroxyethyl)-8-morpholinoimidazo[1,2-b]pyridazin-3-yl)pyridin-2-yl)piperazine-1-carboxylate), OC=1C=NC2=CC=CC=C2C1 (3-hydroxyquinoline), C1=CC=C(C=C1)P(C2=CC=CC=C2)C3=CC=CC=C3 (PPh3). Run in C(Cl)Cl (DCM). Run at time 5 minute. Yields the product O1CCN(CC1)C=1C=2N(N=CC1)C(=C(N2)CCOC=2C=NC1=CC=CC=C1C2)C=2C=CC(=NC2)N2CCN(CC2)C(=O)OC(C)(C)C (tert-Butyl 4-(5-(8-morpholino-2-(2-(quinolin-3-yloxy)ethyl)imidazo[1,2-b]pyridazin-3-yl)pyridin-2-yl)piperazine-1-carboxylate). As a reaction SMILES: [OH:1][CH2:2][CH2:3][C:4]1[N:5]=[C:6]2[C:11]([N:12]3[CH2:17][CH2:16][O:15][CH2:14][CH2:13]3)=[CH:10][CH:9]=[N:8][N:7]2[C:18]=1[C:19]1[CH:20]=[CH:21][C:22]([N:25]2[CH2:30][CH2:29][N:28]([C:31]([O:33][C:34]([CH3:37])([CH3:36])[CH3:35])=[O:32])[CH2:27][CH2:26]2)=[N:23][CH:24]=1.O[C:39]1[CH:40]=[N:41][C:42]2[C:47]([CH:48]=1)=[CH:46][CH:45]=[CH:44][CH:43]=2.C1C=CC(P(C2C=CC=CC=2)C2C=CC=CC=2)=CC=1.N(C(OCC)=O)=NC(OCC)=O.C1(C)C=CC=CC=1>C(Cl)Cl>[O:15]1[CH2:16][CH2:17][N:12]([C:11]2[C:6]3[N:7]([C:18]([C:19]4[CH:20]=[CH:21][C:22]([N:25]5[CH2:26][CH2:27][N:28]([C:31]([O:33][C:34]([CH3:37])([CH3:36])[CH3:35])=[O:32])[CH2:29][CH2:30]5)=[N:23][CH:24]=4)=[C:4]([CH2:3][CH2:2][O:1][C:39]4[CH:40]=[N:41][C:42]5[C:47]([CH:48]=4)=[CH:46][CH:45]=[CH:44][CH:43]=5)[N:5]=3)[N:8]=[CH:9][CH:10]=2)[CH2:13][CH2:14]1. Reported procedure: Compound 28f (97.3 mg, 0.191 mmol), 3-hydroxyquinoline (38.8 mg, 0.267 mmol), and PPh3 (70.1 mg, 0.267 mmol) were placed in an 8 mL vial equipped with a stir bar. DCM (2 mL) was added and the mixture was stirred at rt for 5 min. 40% Diethyl azodicarboxylate in toluene (0.104 mL, 0.229 mmol) was added dropwise and then the resulting solution was stirred at rt for 30 min. The crude reaction was chromatographed on a 12 g SiO2 pre-packed column and eluted with 0-80% ACN/DCM to afford compound 28g. 1...